From a dataset of the Open Reaction Database (ORD), a public repository of structured organic reaction records. describe an organic reaction: reactants, conditions, products, and yield Starting materials: ClC=1C=C(CO)C=C(C1O)CC=C (3-chloro-4-hydroxy-5-(prop-2-en-1-yl)benzyl alcohol), BrC(C(=O)OC)C1=CC=CC=C1 (methyl α-bromophenylacetate), C([O-])([O-])=O.[K+].[K+] (potassium carbonate). The solvent is CC(=O)C (acetone). Yields the product ClC1=C(OC(C(=O)OC)C2=CC=CC=C2)C(=CC(=C1)CO)CC=C (methyl 2-(2-chloro-4-hydroxymethyl-6-(prop-2-en-1-yl)phenoxy)-2-phenylacetate). Yield: 83.0%. As a reaction SMILES: [Cl:1][C:2]1[CH:3]=[C:4]([CH:7]=[C:8]([CH2:11][CH:12]=[CH2:13])[C:9]=1[OH:10])[CH2:5][OH:6].Br[CH:15]([C:20]1[CH:25]=[CH:24][CH:23]=[CH:22][CH:21]=1)[C:16]([O:18][CH3:19])=[O:17].C(=O)([O-])[O-].[K+].[K+]>CC(C)=O>[Cl:1][C:2]1[CH:3]=[C:4]([CH2:5][OH:6])[CH:7]=[C:8]([CH2:11][CH:12]=[CH2:13])[C:9]=1[O:10][CH:15]([C:20]1[CH:25]=[CH:24][CH:23]=[CH:22][CH:21]=1)[C:16]([O:18][CH3:19])=[O:17] |f:2.3.4|. Procedure details: To a magnetically stirred solution of 0.545 g (2.74 mmol) of the product of Step B in 10 mL acetone was added 0.628 g (2.74 mmol) of methyl α-bromophenylacetate, 0.757 g (5.48 mmol) of potassium carbonate and the reaction mixture was heated at reflux for 2.5 hours. The reaction mixture was cooled to room temperature, filtered and evaporated. The residue was purified on a silica gel flash chromatography column eluted with 15% EtOAc-hexane. Evaporation of the purified fractions and drying in vacuo... The reactants are C1(O)=CC(O)=CC=C1 (resorcinol), C(C)(=O)OCC1=CS[C@H]2N(C1C(=O)O)C(C2NC(CC2=CC=CC=C2)=O)=O (3-acetoxymethyl-7-(N-phenylacetyl-amino)-ceph-2-em-4ξ-carboxylic acid). Solvent: C1(=CC=CC=C1)C (toluene), FC(C(=O)O)(F)F (trifluoracetic acid). Conditions: time 15 minute. Yields the product OC1=C(CC2=CS[C@H]3N(C2C(=O)O)C(C3NC(CC3=CC=CC=C3)=O)=O)C=CC(=C1)O (3-(2,4-Dihydroxybenzyl)-7-(N-phenylacetyl-amino)-ceph-2-em-4ξ-carboxylic acid). Reaction SMILES: [C:1]1([CH:8]=[CH:7][CH:6]=[C:4]([OH:5])[CH:3]=1)[OH:2].C(O[CH2:13][C:14]1[CH:19]([C:20]([OH:22])=[O:21])[N:18]2[C:23](=[O:35])[CH:24]([NH:25][C:26](=[O:34])[CH2:27][C:28]3[CH:33]=[CH:32][CH:31]=[CH:30][CH:29]=3)[C@H:17]2[S:16][CH:15]=1)(=O)C>FC(F)(F)C(O)=O.C1(C)C=CC=CC=1>[OH:2][C:1]1[CH:3]=[C:4]([OH:5])[CH:6]=[CH:7][C:8]=1[CH2:13][C:14]1[CH:19]([C:20]([OH:22])=[O:21])[N:18]2[C:23](=[O:35])[CH:24]([NH:25][C:26](=[O:34])[CH2:27][C:28]3[CH:29]=[CH:30][CH:31]=[CH:32][CH:33]=3)[C@H:17]2[S:16][CH:15]=1. Reported procedure: A solution of 0.055 g of resorcinol in 0.3 ml of trifluoracetic acid is mixed with 0.04 g of 3-acetoxymethyl-7-(N-phenylacetyl-amino)-ceph-2-em-4ξ-carboxylic acid and the solution is left to stand for 15 minutes at room temperature. It is diluted with an equal quantity of toluene and then evaporated to dryness under reduced pressure. 3-(2,4-Dihydroxybenzyl)-7-(N-phenylacetyl-amino)-ceph-2-em-4ξ-carboxylic acid is obtained by working up the residue in accordance with the process indicated in exam... The solvent is ClCCl (dichloromethane), ClCCl (dichloromethane). Run at time 15 minute. Yields the product C(C)(C)(C)OC([C@@H](NC([C@@H](NC(=O)OC(C)(C)C)CCC(C(NC(=O)OC(C)(C)C)C=C)F)=O)C)=O (Nα,Nε -di-t-butoxycarbonyl-δ-fluoro-ε-vinyllysyl-L-alanine t-butyl ester). Reaction SMILES: [F:1][CH:2]([CH:17]([NH:20][C:21]([O:23][C:24]([CH3:27])([CH3:26])[CH3:25])=[O:22])[CH:18]=[CH2:19])[CH2:3][CH2:4][CH:5]([NH:9][C:10]([O:12][C:13]([CH3:16])([CH3:15])[CH3:14])=[O:11])[C:6]([OH:8])=O.O.ON1C2C=CC=CC=2N=N1.C1(N=C=NC2CCCCC2)CCCCC1.Cl.[C:55]([O:59][C:60](=[O:64])[C@H:61]([CH3:63])[NH2:62])([CH3:58])([CH3:57])[CH3:56].CN1CCOCC1>ClCCl>[C:55]([O:59][C:60](=[O:64])[C@H:61]([CH3:63])[NH:62][C:6](=[O:8])[C@H:5]([CH2:4][CH2:3][CH:2]([F:1])[CH:17]([CH:18]=[CH2:19])[NH:20][C:21]([O:23][C:24]([CH3:27])([CH3:26])[CH3:25])=[O:22])[NH:9][C:10]([O:12][C:13]([CH3:16])([CH3:15])[CH3:14])=[O:11])([CH3:58])([CH3:57])[CH3:56] |f:1.2,4.5|. Procedure details: The compound 5-fluoro-2,6-di-tert-butoxycarbonylamino-7-octenoic acid, 26, prepared as in Example II above (636 mg, 1.63 mmoles), 1-hydroxybenzotriazole monohydrate (250 mg) and dry dichloromethane (30 mL) are stirred at room temperature for 15 minutes. After cooling to 0° C., dicyclohexylcarbodiimide (370 mg) is added and stirring is continued for 1 hour at 0° C. and for 2 hours at room temperature. After cooling to 0° C. again, L-alanine-tert-butylester, hydrochloride (296 mg) is added, follow... Reactants: FC(CCC(C(=O)O)NC(=O)OC(C)(C)C)C(C=C)NC(=O)OC(C)(C)C (5-fluoro-2,6-di-tert-butoxycarbonylamino-7-octenoic acid), O.ON1N=NC2=C1C=CC=C2 (1-hydroxybenzotriazole monohydrate), Cl.C(C)(C)(C)OC([C@@H](N)C)=O (L-alanine-tert-butylester, hydrochloride), CN1CCOCC1 (N-methylmorpholine), C1(CCCCC1)N=C=NC1CCCCC1 (dicyclohexylcarbodiimide). Reactants: C(C1=CC=CC=C1)OC=1N=NC(=CC1OCC1=CC=CC=C1)CC1=CC=C(C=C1)F (3,4-bis(benzyloxy)-6-[(4-fluorophenyl)methyl]pyridazine), C(C1=CC=CC=C1)OC=1N=NC(=CC1OCC1=CC=CC=C1)Cl (3,4-bis(benzyloxy)-6-chloropyridazine), [Cl-].FC1=C(C[Zn+])C=CC=C1 ((2-fluorobenzyl)zinc(II) chloride), C(C1=CC=CC=C1)OC=1N=NC(=CC1OCC1=CC=CC=C1)CC1=CC=C(C=C1)F (3,4-bis(benzyloxy)-6-[(4-fluorophenyl)methyl]pyridazine), C(C1=CC=CC=C1)OC=1N=NC(=CC1OCC1=CC=CC=C1)Cl (3,4-bis(benzyloxy)-6-chloropyridazine). The product is C(C1=CC=CC=C1)OC=1N=NC(=CC1OCC1=CC=CC=C1)CC1=C(C=CC=C1)F (3,4-bis(Benzyloxy)-6-[(2-fluorophenyl)methyl]pyridazine). The yield is 77.0%. As a reaction SMILES: [CH2:1]([O:8][C:9]1[N:10]=[N:11][C:12]([CH2:23][C:24]2[CH:29]=[CH:28][C:27](F)=[CH:26][CH:25]=2)=[CH:13][C:14]=1[O:15][CH2:16][C:17]1[CH:22]=[CH:21][CH:20]=[CH:19][CH:18]=1)[C:2]1[CH:7]=[CH:6][CH:5]=[CH:4][CH:3]=1.C(OC1N=NC(Cl)=CC=1OCC1C=CC=CC=1)C1C=CC=CC=1.[Cl-].[F:55]C1C=CC=CC=1C[Zn+]>>[CH2:1]([O:8][C:9]1[N:10]=[N:11][C:12]([CH2:23][C:24]2[CH:29]=[CH:28][CH:27]=[CH:26][C:25]=2[F:55])=[CH:13][C:14]=1[O:15][CH2:16][C:17]1[CH:22]=[CH:21][CH:20]=[CH:19][CH:18]=1)[C:2]1[CH:7]=[CH:6][CH:5]=[CH:4][CH:3]=1 |f:2.3|. Procedure details: Prepared as described for 3,4-bis(benzyloxy)-6-[(4-fluorophenyl)methyl]pyridazine (Intermediate 51) from 3,4-bis(benzyloxy)-6-chloropyridazine (Intermediate 1) and (2-fluorobenzyl)zinc(II) chloride in 77% yield.